From a dataset of the Open Reaction Database (ORD), a public repository of structured organic reaction records. describe an organic reaction: reactants, conditions, products, and yield Yields the product C(C)O.[NH4+].[OH-].O (ethanol NH4OH H2O), N1C=NC(=C1)CCOC1=CC=C(C(=O)NC[C@@H](C(=O)O)NS(=O)(=O)C2=CC=CC=C2)C=C1 (4-[2-(Imidazol-4-yl)ethyloxy]benzoyl-2(S)-phenylsulfonylamino-β-alanine). The reagents and catalysts are [Pd] (Pd/C). Reactants: C(C1=CC=CC=C1)N1C=NC(=C1)CCOC1=CC=C(C(=O)NC[C@@H](C(=O)O)NS(=O)(=O)C2=CC=CC=C2)C=C1 (4-[2-(1-Benzylimidazol-4-yl)ethyloxy]benzoyl-2(S)-phenylsulfonylamino-β-alanine). The solvent is C(=O)O.CO (formic acid CH3OH). Procedure: A mixture of 3-8 (94 mg, 0.17 mmol), 10% Pd/C (94 mg), and 4.4% formic acid/CH3OH was stirred at ambient temperature under a hydrogen atmosphere (1 atm) for 72 h. The reaction mixture was filtered through a celite pad and the filtrate concentrated. Flash chromatography (silica, 5/3/0.5 CH2Cl2 /CH3OH/32% AcOH; then 10/1/1 ethanol/NH4OH/H2O) gave 3-9 as a colorless solid. Rf 0.33 (silica, 5/3/0.5 CH2Cl2 /CH3OH/32% AcOH). As a reaction SMILES: C([N:8]1[CH:12]=[C:11]([CH2:13][CH2:14][O:15][C:16]2[CH:39]=[CH:38][C:19]([C:20]([NH:22][CH2:23][C@H:24]([NH:28][S:29]([C:32]3[CH:37]=[CH:36][CH:35]=[CH:34][CH:33]=3)(=[O:31])=[O:30])[C:25]([OH:27])=[O:26])=[O:21])=[CH:18][CH:17]=2)[N:10]=[CH:9]1)C1C=CC=CC=1>[Pd].C(O)=O.CO>[CH2:14]([OH:15])[CH3:13].[NH4+:8].[OH-:15].[OH2:15].[NH:8]1[CH:12]=[C:11]([CH2:13][CH2:14][O:15][C:16]2[CH:17]=[CH:18][C:19]([C:20]([NH:22][CH2:23][C@H:24]([NH:28][S:29]([C:32]3[CH:37]=[CH:36][CH:35]=[CH:34][CH:33]=3)(=[O:31])=[O:30])[C:25]([OH:27])=[O:26])=[O:21])=[CH:38][CH:39]=2)[N:10]=[CH:9]1 |f:2.3,4.5.6.7|. Conditions: time 72 hour. The reactants are [BH4-], CO, [Na+], O, O=C1c2ccccc2CCC1CN1CCC2(CC1)C(=O)NCN2c1ccccc1. Yields the product O=C1NCN(c2ccccc2)C12CCN(CC1CCc3ccccc3C1O)CC2. RXN SMILES: [BH4-:30].[CH3:32][OH:33].[Na+:31].[OH2:34].[c:1]1([N:7]2[CH2:8][NH:9][C:10](=[O:29])[C:11]23[CH2:12][CH2:13][N:14]([CH2:17][CH:18]2[C:19](=[O:28])[c:20]4[cH:21][cH:22][cH:23][cH:24][c:25]4[CH2:26][CH2:27]2)[CH2:15][CH2:16]3)[cH:2][cH:3][cH:4][cH:5][cH:6]1>>[c:1]1([N:7]2[CH2:8][NH:9][C:10](=[O:29])[C:11]23[CH2:12][CH2:13][N:14]([CH2:17][CH:18]2[CH:19]([OH:28])[c:20]4[cH:21][cH:22][cH:23][cH:24][c:25]4[CH2:26][CH2:27]2)[CH2:15][CH2:16]3)[cH:2][cH:3][cH:4][cH:5][cH:6]1. Starting materials: CC1(NC(CC(C1)N(C(=O)CCN(O)CCC(=O)N(C1CC(NC(C1)(C)C)(C)C)C1CC(NC(C1)(C)C)(C)C)C1CC(NC(C1)(C)C)(C)C)(C)C)C (N,N-bis[2-(N,N-bis(2,2,6,6-tetramethylpiperidin-4-yl)aminocarbonyl)ethyl]hydroxylamine), CC1(NC(CC(C1)N(C(C=C)=O)C1CC(NC(C1)(C)C)(C)C)(C)C)C (N,N-bis(2,2,6,6-tetramethylpiperidin-4-yl)acrylamide), NO (hydroxylamine). Product: CC1(NC(CC(C1)N(C(=O)CC=[N+]([O-])CCC(=O)N(C1CC(NC(C1)(C)C)(C)C)C1CC(NC(C1)(C)C)(C)C)C1CC(NC(C1)(C)C)(C)C)(C)C)C (alpha-[(N,N-bis(2,2,6,6-tetramethylpiperidin-4-yl)aminocarbonyl)-methyl]-N-[2-(N,N-bis(2,2,6,6-tetramethylpiperidin-4-yl)-aminocarbonyl)ethyl]nitrone). Reaction SMILES: [CH3:1][C:2]1([CH3:52])[CH2:7][CH:6]([N:8]([CH:40]2[CH2:45][C:44]([CH3:47])([CH3:46])[NH:43][C:42]([CH3:49])([CH3:48])[CH2:41]2)[C:9]([CH2:11][CH2:12][N:13]([CH2:15][CH2:16][C:17]([N:19]([CH:30]2[CH2:35][C:34]([CH3:37])([CH3:36])[NH:33][C:32]([CH3:39])([CH3:38])[CH2:31]2)[CH:20]2[CH2:25][C:24]([CH3:27])([CH3:26])[NH:23][C:22]([CH3:29])([CH3:28])[CH2:21]2)=[O:18])[OH:14])=[O:10])[CH2:5][C:4]([CH3:51])([CH3:50])[NH:3]1.CC1(C)CC(N(C2CC(C)(C)NC(C)(C)C2)C(=O)C=C)CC(C)(C)N1.NO>>[CH3:26][C:24]1([CH3:27])[CH2:25][CH:20]([N:19]([CH:30]2[CH2:31][C:32]([CH3:39])([CH3:38])[NH:33][C:34]([CH3:37])([CH3:36])[CH2:35]2)[C:17]([CH2:16][CH:15]=[N+:13]([CH2:12][CH2:11][C:9]([N:8]([CH:40]2[CH2:41][C:42]([CH3:48])([CH3:49])[NH:43][C:44]([CH3:47])([CH3:46])[CH2:45]2)[CH:6]2[CH2:7][C:2]([CH3:1])([CH3:52])[NH:3][C:4]([CH3:50])([CH3:51])[CH2:5]2)=[O:10])[O-:14])=[O:18])[CH2:21][C:22]([CH3:29])([CH3:28])[NH:23]1. Reported procedure: Following the general procedure of Example 6, the title compound is prepared from N,N-bis[2-(N,N-bis(2,2,6,6-tetramethylpiperidin-4-yl)aminocarbonyl)ethyl]hydroxylamine. This intermediate is prepared from N,N-bis(2,2,6,6-tetramethylpiperidin-4-yl)acrylamide and hydroxylamine. Starting materials: ClCCl, CCc1c(CO)cccc1-c1ccc(OC)cc1, O=S(Cl)Cl. Product: CCc1c(CCl)cccc1-c1ccc(OC)cc1. As a reaction SMILES: [CH2:23]([Cl:24])[Cl:25].[CH2:5]([CH3:6])[c:7]1[c:8](-[c:15]2[cH:16][cH:17][c:18]([O:21][CH3:22])[cH:19][cH:20]2)[cH:9][cH:10][cH:11][c:12]1[CH2:13][OH:14].[S:1]([Cl:2])([Cl:3])=[O:4]>>[Cl:3][CH2:13][c:12]1[c:7]([CH2:5][CH3:6])[c:8](-[c:15]2[cH:16][cH:17][c:18]([O:21][CH3:22])[cH:19][cH:20]2)[cH:9][cH:10][cH:11]1. Starting materials: C([O-])([O-])=O.[K+].[K+] (potassium carbonate), FC=1C=C(C=CC1N1CCNCC1)C=1C(CC(NN1)=O)C (6-[3-fluoro-4-(piperazin-1-yl)-phenyl]-4,5-dihydro-5-methyl-3(2H)-pyridazinone), ClC(=O)OCC (ethyl chloroformate). Run in CC(=O)C (acetone), O (water). Run at temperature 0 celsius, time 30 minute. The product is C(C)OC(=O)N1CCN(CC1)C1=C(C=C(C=C1)C=1C(CC(NN1)=O)C)F (6-[4-(4-ethoxycarbonyl-piperazin-1-yl)-3-fluoro-phenyl]-4,5-dihydro-5-methyl-3(2H)-pyridazinone). Isolated yield 59.2%. As a reaction SMILES: C(=O)([O-])[O-].[K+].[K+].[F:7][C:8]1[CH:9]=[C:10]([C:20]2[CH:21]([CH3:27])[CH2:22][C:23](=[O:26])[NH:24][N:25]=2)[CH:11]=[CH:12][C:13]=1[N:14]1[CH2:19][CH2:18][NH:17][CH2:16][CH2:15]1.Cl[C:29]([O:31][CH2:32][CH3:33])=[O:30]>CC(C)=O.O>[CH2:32]([O:31][C:29]([N:17]1[CH2:18][CH2:19][N:14]([C:13]2[CH:12]=[CH:11][C:10]([C:20]3[CH:21]([CH3:27])[CH2:22][C:23](=[O:26])[NH:24][N:25]=3)=[CH:9][C:8]=2[F:7])[CH2:15][CH2:16]1)=[O:30])[CH3:33] |f:0.1.2|. Procedure: 1.2 g (8.6 mmol) of potassium carbonate are added to a solution of 1.0 g (3.4 mmol) of 6-[3-fluoro-4-(piperazin-1-yl)-phenyl]-4,5-dihydro-5-methyl-3(2H)-pyridazinone in 10 ml of acetone and 10 ml of water. When the suspension has cooled down to 0° C., 0.42 ml (4.4 mmol) of ethyl chloroformate are added and stirring is continued for 30 minutes. The precipitated solid is suction filtered, washed with 10 ml of acetone-water mixture and recrystallized from 40 ml of acetonitrile. 0.73 g (60%) of a co... Reactants: C1CCOC1, CO, CCOC(=O)c1nc(Cc2ccccc2F)n2ccccc12, NN, O. Product: NNC(=O)c1nc(Cc2ccccc2F)n2ccccc12. Reaction SMILES: [CH2:28]1[O:29][CH2:30][CH2:31][CH2:32]1.[CH3:23][OH:24].[F:1][c:2]1[c:3]([CH2:4][c:5]2[n:6][c:7]([C:14](=[O:15])[O:16][CH2:17][CH3:18])[c:8]3[n:9]2[cH:10][cH:11][cH:12][cH:13]3)[cH:19][cH:20][cH:21][cH:22]1.[NH2:26][NH2:27].[OH2:25]>>[F:1][c:2]1[c:3]([CH2:4][c:5]2[n:6][c:7]([C:14](=[O:15])[NH:26][NH2:27])[c:8]3[n:9]2[cH:10][cH:11][cH:12][cH:13]3)[cH:19][cH:20][cH:21][cH:22]1. Reactants: C1C(=O)COC1=O (tetronic acid), CC1=C(SC=C1)C=O (3-methyl-2-thiophenecarboxaldehyde). The solvent is C(Cl)(Cl)Cl (CHCl3). Reaction conditions: time 40 minute. Product: CC1=C(SC=C1)C=C1C(OCC1=O)=O (3-[(3-methyl-2-thienyl)methylene]-2.4(3H.5H)-furandione). Isolated yield 42.0%. Reaction SMILES: [CH2:1]1[C:6](=[O:7])[O:5][CH2:4][C:2]1=[O:3].[CH3:8][C:9]1[CH:13]=[CH:12][S:11][C:10]=1[CH:14]=O>C(Cl)(Cl)Cl>[CH3:8][C:9]1[CH:13]=[CH:12][S:11][C:10]=1[CH:14]=[C:1]1[C:2](=[O:3])[CH2:4][O:5][C:6]1=[O:7]. Procedure details: 1.00 gm of tetronic acid (FW=100, 10mmole) was added to a stirring solution of 3.78 gm of 3-methyl-2-thiophenecarboxaldehyde (FW=126, 30 mmole) together with 1 mL conc. Hc1. The mixture was stirred for 40 minutes after which all had solidified. The residue was dissolved in CHCl3 and washed with water, dried with HgSO4, filtered and put through a silica plug with CHCl3. The yellow crystals had a melting point of 164°-166° C. (lit. 164-165). The yield was 42%. All other spectral data corresponded ...